This data is from the Open Reaction Database (ORD), a public repository of structured organic reaction records. The task is: describe an organic reaction: reactants, conditions, products, and yield Reactants: C(C)O (ethanol), ClC1=CC=C(C=N1)C(C)=O (1-(6-chloropyrid-3-yl)ethanone), solution, CN (methylamine). The solvent is C1CCOC1 (THF). Reaction conditions: temperature 130 celsius. Product: CNC1=CC=C(C=N1)C(C)=O (1-(6-methylaminopyrid-3-yl)ethanone). Reaction SMILES: C(O)C.Cl[C:5]1[N:10]=[CH:9][C:8]([C:11](=[O:13])[CH3:12])=[CH:7][CH:6]=1.[CH3:14][NH2:15]>C1COCC1>[CH3:14][NH:15][C:5]1[N:10]=[CH:9][C:8]([C:11](=[O:13])[CH3:12])=[CH:7][CH:6]=1. Reported procedure: A mixture of 2 mL of ethanol, 280 mg (1.80 mmol) of 1-(6-chloropyrid-3-yl)ethanone and 4.50 mL (9 mmol) of a 2 M solution of methylamine in THF is heated in a Biotage microwave reactor at 130° C. for 30 minutes. The reaction medium is evaporated to dryness. The crude product is taken up in water and extracted with EtOAc. The organic phase is dried over magnesium sulfate and evaporated to dryness. 258 mg of 1-(6-methylaminopyrid-3-yl)ethanone are obtained, the characteristics of which are as foll... The yield is 17.2%. Reactants: CC1(C2CCC(C1C2)CC=O)C (6,6-dimethylbicyclo[3.1.1]hept-2-yl acetaldehyde), CC(C)([O-])C.[K+] (potassium t-butoxide), C(C=C)Cl (allyl chloride). Reported procedure: In a procedure similar to Example 6, 100 g of 6,6-dimethylbicyclo[3.1.1]hept-2-yl acetaldehyde at a purity of 98.3% (0.59 mole) in 50 ml of DMF, 82 g of potassium t-butoxide (0.69 mole) in 300 ml of DMF, and 55 g of allyl chloride in 50 ml of DMF (0.78 mole) were reacted in the usual way to afford 110.5 g of crude product composed of 36% starting material, 31% O-alkylate and 21% C-alkylate. The product was heated at 165°-185° C. for 6 hours. The crude aldehyde, 105.6 g, was distilled to afford 2... The solvent is CN(C)C=O (DMF), CN(C)C=O (DMF), CN(C)C=O (DMF). RXN SMILES: [CH3:1][C:2]1([CH3:12])[CH:7]2[CH2:8][CH:3]1[CH2:4][CH2:5][CH:6]2[CH2:9][CH:10]=[O:11].[CH3:13][C:14](C)([O-])[CH3:15].[K+].C(Cl)C=C>CN(C=O)C>[CH3:1][C:2]1([CH3:12])[CH:7]2[CH2:8][CH:3]1[CH2:4][CH2:5][CH:6]2[CH:9]([CH2:15][CH:14]=[CH2:13])[CH:10]=[O:11] |f:1.2|. Yields the product CC1(C2CCC(C1C2)C(C=O)CC=C)C (2-(6,6-Dimethylbicyclo[3.1.1]hept-2-yl)-4-pentenal). Reactants: OC=1C=C(C(CCl)=O)C=CC1O (3,4-Dihydroxyphenacyl chloride), N1(CCCC1)C1=CC(SS1)=S (5-(pyrrolidin-1-yl)-1,2-dithiol-3-thione), [I-].[Na+] (sodium iodide). Solvent: CC(=O)C (acetone). Reaction conditions: time 30 minute. Yields the product O.[I-].OC=1C=C(C(CSC2=CC(SS2)=[N+]2CCCC2)=O)C=CC1O (N-[5-(3,4-dihydroxyphenacylthio)-1,2-dithiol-3-ylidene]-pyrrolidinium iodide hydrate). Yield: 73.7%. Reaction SMILES: [OH:1][C:2]1[CH:3]=[C:4]([CH:9]=[CH:10][C:11]=1[OH:12])[C:5](=[O:8])[CH2:6]Cl.[N:13]1([C:18]2[S:22][S:21][C:20](=[S:23])[CH:19]=2)[CH2:17][CH2:16][CH2:15][CH2:14]1.[I-:24].[Na+]>CC(C)=O>[OH2:1].[I-:24].[OH:1][C:2]1[CH:3]=[C:4]([CH:9]=[CH:10][C:11]=1[OH:12])[C:5](=[O:8])[CH2:6][S:23][C:20]1[S:21][S:22][C:18](=[N+:13]2[CH2:14][CH2:15][CH2:16][CH2:17]2)[CH:19]=1 |f:2.3,5.6.7|. Procedure: 3,4-Dihydroxyphenacyl chloride (7 g) is added to a suspension of 5-(pyrrolidin-1-yl)-1,2-dithiol-3-thione (5.1 g) and sodium iodide (6.2 g) in acetone (90 cc), and the reaction mixture is kept under reflux for 1 hour. After cooling, the insoluble product is filtered off and washed successively with acetone (3×20 cc), with water (3×20 cc) and then with diethyl ether (3×20 cc). By recrystallisation of the resulting product from a dimethylformamide/methanol mixture (20/80 by volume; 600 cc) and the... Reactants: ClC1=CC=C(OC=2C(NC(=NC2)S)=O)C=C1 (5-(4-chlorophenoxy)-2-(mercapto)pyrimidine-4(3H)-one), CO (methanol), resultant mixture. Run in [H-].[Na+] (sodium hydride). Run at temperature 60 celsius. Yields the product ClC1=CC=C(OC=2C(NC(=NC2)SC)=O)C=C1 (5-(4-chlorophenoxy)-2(methylmercapto)pyrimidin-4-(3H)-one). The yield is 88.0%. Reaction SMILES: [Cl:1][C:2]1[CH:16]=[CH:15][C:5]([O:6][C:7]2[C:8](=[O:14])[NH:9][C:10]([SH:13])=[N:11][CH:12]=2)=[CH:4][CH:3]=1.[CH3:17]O>[H-].[Na+]>[Cl:1][C:2]1[CH:16]=[CH:15][C:5]([O:6][C:7]2[C:8](=[O:14])[NH:9][C:10]([S:13][CH3:17])=[N:11][CH:12]=2)=[CH:4][CH:3]=1 |f:2.3|. Procedure details: Idomethane (Aldrich) (2.8 mL. 45 mmoles) was added to a solution of 5-(4-chlorophenoxy)-2-(mercapto)pyrimidine-4(3H)-one (10.24 g, 40 mmoles) in methanol (52 mL) and 1.0 N aqueous sodium hydride (40 mL). The resultant mixture was stirred at ambient temperature for 5.5 hours, then heated at 60° C. for 30 minutes. The mixture was spin evaporated in vacuo to give a solid, which was triturated with ice-water and then collected by suction filtration. Half of the light brown solid was recrystallized f... Starting materials: O=C(NC(Cc1ccccc1)C(O)CNOC1CCCCC1)OC1COC2OCCC12, O=S(=O)(Cl)c1ccc(OCc2ccccc2)cc1, CN(C)c1ccncc1, C1CCOC1. Yields the product O=C(NC(Cc1ccccc1)C(O)CN(OC1CCCCC1)S(=O)(=O)c1ccc(OCc2ccccc2)cc1)OC1COC2OCCC12. As a reaction SMILES: [CH2:19]([c:20]1[cH:21][cH:22][cH:23][cH:24][cH:25]1)[CH:26]([CH:27]([CH2:28][NH:29][O:30][CH:31]1[CH2:32][CH2:33][CH2:34][CH2:35][CH2:36]1)[OH:37])[NH:38][C:39]([O:40][CH:41]1[CH2:42][O:43][CH:44]2[O:45][CH2:46][CH2:47][CH:48]12)=[O:49].[CH2:1]([c:2]1[cH:3][cH:4][cH:5][cH:6][cH:7]1)[O:8][c:9]1[cH:10][cH:11][c:12]([S:15](=[O:16])(=[O:17])[Cl:18])[cH:13][cH:14]1.[CH3:50][N:51]([CH3:52])[c:53]1[cH:54][cH:55][n:56][cH:57][cH:58]1.[O:59]1[CH2:60][CH2:61][CH2:62][CH2:63]1>>[CH2:1]([c:2]1[cH:3][cH:4][cH:5][cH:6][cH:7]1)[O:8][c:9]1[cH:10][cH:11][c:12]([S:15](=[O:16])(=[O:17])[N:29]([CH2:28][CH:27]([CH:26]([CH2:19][c:20]2[cH:21][cH:22][cH:23][cH:24][cH:25]2)[NH:38][C:39]([O:40][CH:41]2[CH2:42][O:43][CH:44]3[O:45][CH2:46][CH2:47][CH:48]23)=[O:49])[OH:37])[O:30][CH:31]2[CH2:32][CH2:33][CH2:34][CH2:35][CH2:36]2)[cH:13][cH:14]1. Starting materials: FC1=C(C=CC=C1)C1=CC(=CN1)C=O (5-(2-Fluorophenyl)-1H-pyrrol-3-carboxaldehyde), CN (methylamine), [BH4-].[Na+] (Sodium borohydride), O (water). Reaction conditions: time 1 hour. Yields the product FC1=C(C=CC=C1)C1=CC(=CN1)CNC (1-(5-(2-fluorophenyl)-1H-pyrrol-3-yl)-N-methylmethanamine). Reaction SMILES: [F:1][C:2]1[CH:7]=[CH:6][CH:5]=[CH:4][C:3]=1[C:8]1[NH:12][CH:11]=[C:10]([CH:13]=O)[CH:9]=1.[BH4-].[Na+].O.[CH3:18][NH2:19]>>[F:1][C:2]1[CH:7]=[CH:6][CH:5]=[CH:4][C:3]=1[C:8]1[NH:12][CH:11]=[C:10]([CH2:13][NH:19][CH3:18])[CH:9]=1 |f:1.2|. Procedure: 5-(2-Fluorophenyl)-1H-pyrrol-3-carboxaldehyde 1d (1.89 g, 10 mmol, prepared by a known method disclosed in “Journal of Medicinal Chemistry”, 2012, 55(9), 4446-4456) was dissolved in 20 mL of methylamine, and the reaction solution was stirred for 1 h. Sodium borohydride (1.14 g, 30 mmol) was added and continuously stirred for 1 h. 10 mL of water were added to the reaction solution, and the reaction solution was concentrated under reduced pressure to obtain the title product 1-(5-(2-fluorophenyl)-... Reaction conditions: time 2 day. Product: CC1=C(COC=2C(=NC=CC2)NC(=N)NC2=CC=C(C=C2)Cl)C(=CC(=C1)C)C (N-(3-(2,4,6-Trimethylbenzyloxy)pyrid-2-yl)-N'-(4-chlorophenyl)guanidine). RXN SMILES: [CH3:1][C:2]1[CH:26]=[C:25]([CH3:27])[CH:24]=[C:23]([CH3:28])[C:3]=1[CH2:4][O:5][C:6]1[C:7]([NH:12][C:13]([NH:15][C:16]2[CH:21]=[CH:20][C:19]([Cl:22])=[CH:18][CH:17]=2)=S)=[N:8][CH:9]=[CH:10][CH:11]=1.[NH3:29]>>[CH3:1][C:2]1[CH:26]=[C:25]([CH3:27])[CH:24]=[C:23]([CH3:28])[C:3]=1[CH2:4][O:5][C:6]1[C:7]([NH:12][C:13]([NH:15][C:16]2[CH:21]=[CH:20][C:19]([Cl:22])=[CH:18][CH:17]=2)=[NH:29])=[N:8][CH:9]=[CH:10][CH:11]=1. Reported procedure: A mixture of yellow mercuric oxide (0.95 g, 0.0044 mol), N-[3-(2,4,6-trimethylbenzyloxy)pyrid-2-yl]-N'-(4-chlorophenyl)thiourea (1.5 g, 0.0036 mol) and methanolic ammonia solution (40 ml) was stirred for 2 days at room temperature. The solvent was removed in vacuo and the black residue was boiled with chloroform and filtered hot. Evaporation of the solvent followed by trituration with ether and recrystallisation from acetonitrile gave the desired product. Yield 1.16 g (82%), m.p. 169°-171 ° C. The reactants are mercuric oxide, CC1=C(COC=2C(=NC=CC2)NC(=S)NC2=CC=C(C=C2)Cl)C(=CC(=C1)C)C (N-[3-(2,4,6-trimethylbenzyloxy)pyrid-2-yl]-N'-(4-chlorophenyl)thiourea), N (ammonia).